Dataset: the Open Reaction Database (ORD), a public repository of structured organic reaction records. Task: describe an organic reaction: reactants, conditions, products, and yield Starting materials: CCOC(C)=O, ClCCl, [Na+], O=C([O-])O, OC1CC(c2c[nH]c3ccccc23)c2ccccc21. Yields the product O=C1CC(c2c[nH]c3ccccc23)c2ccccc21. As a reaction SMILES: [CH3:20][CH2:21][O:22][C:23](=[O:24])[CH3:25].[Cl:31][CH2:32][Cl:33].[Na+:30].[O-:26][C:27]([OH:28])=[O:29].[nH:1]1[cH:2][c:3]([CH:10]2[CH2:11][CH:12]([OH:19])[c:13]3[cH:14][cH:15][cH:16][cH:17][c:18]32)[c:4]2[cH:5][cH:6][cH:7][cH:8][c:9]12>>[nH:1]1[cH:2][c:3]([CH:10]2[CH2:11][C:12](=[O:19])[c:13]3[cH:14][cH:15][cH:16][cH:17][c:18]32)[c:4]2[cH:5][cH:6][cH:7][cH:8][c:9]12. Starting materials: CC(=O)CC(=O)c1ccc(C(F)(F)F)cc1, Cc1oc(-c2ccc(OC(C)C)cc2)nc1CCOc1ccc(CC(N)C(=O)O)cc1. Yields the product CC(=CC(=O)c1ccc(C(F)(F)F)cc1)NC(Cc1ccc(OCCc2nc(-c3ccc(OC(C)C)cc3)oc2C)cc1)C(=O)O. RXN SMILES: [F:32][C:33]([c:34]1[cH:35][cH:36][c:37]([C:40]([CH2:41][C:42]([CH3:43])=[O:44])=[O:45])[cH:38][cH:39]1)([F:46])[F:47].[NH2:1][CH:2]([C:3](=[O:4])[OH:5])[CH2:6][c:7]1[cH:8][cH:9][c:10]([O:13][CH2:14][CH2:15][c:16]2[n:17][c:18](-[c:22]3[cH:23][cH:24][c:25]([O:28][CH:29]([CH3:30])[CH3:31])[cH:26][cH:27]3)[o:19][c:20]2[CH3:21])[cH:11][cH:12]1>>[NH:1]([CH:2]([C:3](=[O:4])[OH:5])[CH2:6][c:7]1[cH:8][cH:9][c:10]([O:13][CH2:14][CH2:15][c:16]2[n:17][c:18](-[c:22]3[cH:23][cH:24][c:25]([O:28][CH:29]([CH3:30])[CH3:31])[cH:26][cH:27]3)[o:19][c:20]2[CH3:21])[cH:11][cH:12]1)[C:42](=[CH:41][C:40]([c:37]1[cH:36][cH:35][c:34]([C:33]([F:32])([F:46])[F:47])[cH:39][cH:38]1)=[O:45])[CH3:43].